Dataset: the Open Reaction Database (ORD), a public repository of structured organic reaction records. Task: describe an organic reaction: reactants, conditions, products, and yield The reactants are Cl.Cl.NC1=CC(=C(C(=O)NCC2CCNCC2)C=C1Cl)OC (4-Amino-5-chloro-2-methoxy-N-(piperidin-4-ylmethyl)benzamide dihydrochloride), BrCCCCCC(=O)C1=CC=CC2=CC=CC=C12 (6-bromo-1-(1-naphthyl)-1-hexanone). The product is Cl.NC1=CC(=C(C(=O)NCC2CCN(CC2)CCCCCC(=O)C2=CC=CC3=CC=CC=C23)C=C1Cl)OC (4-amino-5-chloro-2-methoxy-N-((1-(6-(1-naphthyl)-6-oxohexyl)-piperidin-4-yl)methyl)benzamide hydrochloride). Reaction SMILES: Cl.Cl.[NH2:3][C:4]1[C:19]([Cl:20])=[CH:18][C:7]([C:8]([NH:10][CH2:11][CH:12]2[CH2:17][CH2:16][NH:15][CH2:14][CH2:13]2)=[O:9])=[C:6]([O:21][CH3:22])[CH:5]=1.Br[CH2:24][CH2:25][CH2:26][CH2:27][CH2:28][C:29]([C:31]1[C:40]2[C:35](=[CH:36][CH:37]=[CH:38][CH:39]=2)[CH:34]=[CH:33][CH:32]=1)=[O:30]>>[ClH:20].[NH2:3][C:4]1[C:19]([Cl:20])=[CH:18][C:7]([C:8]([NH:10][CH2:11][CH:12]2[CH2:13][CH2:14][N:15]([CH2:24][CH2:25][CH2:26][CH2:27][CH2:28][C:29]([C:31]3[C:40]4[C:35](=[CH:36][CH:37]=[CH:38][CH:39]=4)[CH:34]=[CH:33][CH:32]=3)=[O:30])[CH2:16][CH2:17]2)=[O:9])=[C:6]([O:21][CH3:22])[CH:5]=1 |f:0.1.2,4.5|. Procedure: 4-Amino-5-chloro-2-methoxy-N-(piperidin-4-ylmethyl)benzamide dihydrochloride as starting compound and 6-bromo-1-(1-naphthyl)-1-hexanone were reacted and treated in the same manner as in Example 172 to give 4-amino-5-chloro-2-methoxy-N-((1-(6-(1-naphthyl)-6-oxohexyl)-piperidin-4-yl)methyl)benzamide hydrochloride. The reactants are CN(C)C=O, [Cl-], [N-]=[N+]=[N-], [NH4+], [Na+], CCOC(=O)C1CCC2OC2C1. Product: CCOC(=O)C1CCC(O)C(N=[N+]=[N-])C1. As a reaction SMILES: [CH3:19][N:20]([CH3:21])[CH:22]=[O:23].[Cl-:13].[N-:16]=[N+:17]=[N-:18].[NH4+:14].[Na+:15].[O:1]1[CH:2]2[CH2:3][CH:4]([C:8](=[O:9])[O:10][CH2:11][CH3:12])[CH2:5][CH2:6][CH:7]12>>[OH:1][CH:7]1[CH:2]([N:16]=[N+:17]=[N-:18])[CH2:3][CH:4]([C:8](=[O:9])[O:10][CH2:11][CH3:12])[CH2:5][CH2:6]1. Reactants: [H-].[Na+] (sodium hydride), C1(C=CCCCC1)NC(C)=O (N-(2-cycloheptenyl)acetamide), O (water), CI (methyl iodide). Run in CN(C)C=O (DMF), CN(C)C=O (DMF). Conditions: time 15 minute. The product is CN(C(C)=O)C1C=CCCCC1 (N-methyl-N-(2-cycloheptenyl)acetamide). The yield is 50.2%. As a reaction SMILES: [H-].[Na+].[CH:3]1([NH:10][C:11](=[O:13])[CH3:12])[CH2:9][CH2:8][CH2:7][CH2:6][CH:5]=[CH:4]1.[CH3:14]I.O>CN(C=O)C>[CH3:14][N:10]([CH:3]1[CH2:9][CH2:8][CH2:7][CH2:6][CH:5]=[CH:4]1)[C:11](=[O:13])[CH3:12] |f:0.1|. Procedure details: To a suspension (10 ml) of sodium hydride (0.24 g, 10 mmoles) in DMF was added N-(2-cycloheptenyl)acetamide (1.53 g, 10 mmoles) in DMF (1 ml) at 0° C. After completion of the addition, the temperature of the mixture was raised to room temperature, and after stirring for 15 minutes, methyl iodide (2.84 g, 20 mmoles) was added dropwise. The resulting mixture was stirred at room temperature for 24 hours, poured into water (20 ml) and extracted with ether. The oily product obtained by concentration ... Reactants: CCCC1CCC(C=CCCC2CCC(O)CC2)CC1, ClCCl. The product is CCCC1CCC(C=CCCC2CCC(=O)CC2)CC1. Reaction SMILES: [CH2:1]([CH2:2][CH3:3])[CH:4]1[CH2:5][CH2:6][CH:7]([CH:10]=[CH:11][CH2:12][CH2:13][CH:14]2[CH2:15][CH2:16][CH:17]([OH:20])[CH2:18][CH2:19]2)[CH2:8][CH2:9]1.[CH2:21]([Cl:22])[Cl:23]>>[CH2:1]([CH2:2][CH3:3])[CH:4]1[CH2:5][CH2:6][CH:7]([CH:10]=[CH:11][CH2:12][CH2:13][CH:14]2[CH2:15][CH2:16][C:17](=[O:20])[CH2:18][CH2:19]2)[CH2:8][CH2:9]1. Starting materials: COC(CCN1C2=CC=CC=C2C=2C=CC=CC12)=O (3-Carbazol-9-yl-propionic acid methyl ester), C(=O)(O)[O-].[Na+] (NaHCO3), Cl.NO (hydroxylamine hydrochloride), C[O-].[Na+] (sodium methoxide), CO (methanol). The solvent is O (water), C(C)(=O)OCC (ethyl acetate), CN(C)C=O (DMF). Reaction conditions: time 24 hour. The product is C1=CC=CC=2C3=CC=CC=C3N(C12)CCC(=O)NO (3-Carbazol-9-yl-N-hydroxy-propionamide). Yield: 46.7%. As a reaction SMILES: C[O:2][C:3](=O)[CH2:4][CH2:5][N:6]1[C:18]2[CH:17]=[CH:16][CH:15]=[CH:14][C:13]=2[C:12]2[C:7]1=[CH:8][CH:9]=[CH:10][CH:11]=2.Cl.[NH2:21][OH:22].C[O-].[Na+].CO.C([O-])(O)=O.[Na+]>CN(C=O)C.C(OCC)(=O)C.O>[CH:17]1[C:18]2[N:6]([CH2:5][CH2:4][C:3]([NH:21][OH:22])=[O:2])[C:7]3[C:12](=[CH:11][CH:10]=[CH:9][CH:8]=3)[C:13]=2[CH:14]=[CH:15][CH:16]=1 |f:1.2,3.4,6.7|. Reported procedure: 3-Carbazol-9-yl-propionic acid methyl ester (22) (0.50 g, 1.97 mmol) and hydroxylamine hydrochloride (0.82 g, 12 mmol) were placed under argon and dissolved in DMF (8 mL). To it was added a 25% sodium methoxide solution in methanol (3.4 g, 16 mmol) which resulted in immediate precipitation of a white solid. The reaction was stirred for 24 h at room temperature after which was taken up in ethyl acetate (20 mL), water (10 mL) and of saturated aqueous NaHCO3 (10 mL). The organic layer was isolated ...